The task is: describe an organic reaction: reactants, conditions, products, and yield. This data is from the Open Reaction Database (ORD), a public repository of structured organic reaction records. Reactants: ClCCl, COc1ccc(N2CCC3(CCN(C(=O)OC(C)(C)C)C3)CC2)cc1, O=C(O)C(F)(F)F. The product is COc1ccc(N2CCC3(CCNC3)CC2)cc1. Reaction SMILES: [CH2:33]([Cl:34])[Cl:35].[CH3:8][O:9][c:10]1[cH:11][cH:12][c:13]([N:16]2[CH2:17][CH2:18][C:19]3([CH2:20][CH2:21][N:22]([C:24]([O:25][C:26]([CH3:27])([CH3:28])[CH3:29])=[O:30])[CH2:23]3)[CH2:31][CH2:32]2)[cH:14][cH:15]1.[F:1][C:2]([F:3])([F:4])[C:5]([OH:6])=[O:7]>>[CH3:8][O:9][c:10]1[cH:11][cH:12][c:13]([N:16]2[CH2:17][CH2:18][C:19]3([CH2:20][CH2:21][NH:22][CH2:23]3)[CH2:31][CH2:32]2)[cH:14][cH:15]1. Reactants: c1ccc2c(c1)CNC2, CCO, CN(CCCl)Cc1ccccc1, Cl, [K+], N#N, [Na+], O=C([O-])O, [OH-]. Product: CN(CCN1Cc2ccccc2C1)Cc1ccccc1. Reaction SMILES: [CH2:1]1[NH:2][CH2:3][c:4]2[cH:5][cH:6][cH:7][cH:8][c:9]21.[CH3:32][CH2:33][OH:34].[Cl:16][CH2:17][CH2:18][N:19]([CH2:20][c:21]1[cH:22][cH:23][cH:24][cH:25][cH:26]1)[CH3:27].[ClH:15].[K+:31].[N:28]#[N:29].[Na+:14].[O-:10][C:11]([OH:12])=[O:13].[OH-:30]>>[CH2:1]1[N:2]([CH2:17][CH2:18][N:19]([CH2:20][c:21]2[cH:22][cH:23][cH:24][cH:25][cH:26]2)[CH3:27])[CH2:3][c:4]2[cH:5][cH:6][cH:7][cH:8][c:9]21. Starting materials: COC(C(C(C1=C(C=CC=C1)Cl)Cl)=O)=O (3-chloro-3-(2-chloro-phenyl)-2-oxo-propionic acid methyl ester), C(C)(=S)N (thioacetamide). Yields the product COC(=O)C=1N=C(SC1C1=C(C=CC=C1)Cl)C (5-(2-chloro-phenyl)-2-methyl-thiazole-4-carboxylic acid methyl ester). RXN SMILES: [CH3:1][O:2][C:3](=[O:15])[C:4](=O)[CH:5](Cl)[C:6]1[CH:11]=[CH:10][CH:9]=[CH:8][C:7]=1[Cl:12].[C:16]([NH2:19])(=[S:18])[CH3:17]>>[CH3:1][O:2][C:3]([C:4]1[N:19]=[C:16]([CH3:17])[S:18][C:5]=1[C:6]1[CH:11]=[CH:10][CH:9]=[CH:8][C:7]=1[Cl:12])=[O:15]. Procedure: prepared by reaction of 3-chloro-3-(2-chloro-phenyl)-2-oxo-propionic acid methyl ester with thioacetamide. LC-MS: tR=0.92 min; [M+H]+=268.0. Starting materials: OC1=CC=C(C=C2C(OC(OC2=O)(C)C)=O)C=C1 (5-(4-hydroxybenzylidene)-2,2-dimethyl-1,3-dioxane-4,6-dione), Br[Mg]C#CC (bromo(prop-1-yn-1-yl)magnesium), OS(=O)(=O)[O-].[K+] (KHSO4). Run in C1CCOC1 (THF), [NH4+].[Cl-] (NH4Cl), CCCCCC (hexane), C1CCOC1 (THF). Reaction conditions: time 30 minute. Product: OC1=CC=C(C=C1)C(C#CC)C1C(OC(OC1=O)(C)C)=O (5-[1-(4-Hydroxyphenyl)but-2-yn-1-yl]-2,2-dimethyl-1,3-dioxane-4,6-dione). Isolated yield 20.0%. Reaction SMILES: Br[Mg][C:3]#[C:4][CH3:5].[OH:6][C:7]1[CH:23]=[CH:22][C:10]([CH:11]=[C:12]2[C:17](=[O:18])[O:16][C:15]([CH3:20])([CH3:19])[O:14][C:13]2=[O:21])=[CH:9][CH:8]=1.OS([O-])(=O)=O.[K+]>C1COCC1.[NH4+].[Cl-].CCCCCC>[OH:6][C:7]1[CH:8]=[CH:9][C:10]([CH:11]([CH:12]2[C:13](=[O:21])[O:14][C:15]([CH3:20])([CH3:19])[O:16][C:17]2=[O:18])[C:3]#[C:4][CH3:5])=[CH:22][CH:23]=1 |f:2.3,5.6|. Reported procedure: To a 250 mL 3-necked RB flask fitted with magnetic stirrer was charged with bromo(prop-1-yn-1-yl)magnesium (42.5 mL, 211 mmol) in THF (30 mL). To the RM was added slowly 5-(4-hydroxybenzylidene)-2,2-dimethyl-1,3-dioxane-4,6-dione (5.0 g, 100.8 mmol) in THF (20 mL) under nitrogen atmosphere. The RM was stirred at room temperature about 30 minutes. The reaction mixture was diluted with NH4Cl solution and hexane. The aqueous layer was acidified with KHSO4 solution to adjust the pH 2 and extracted w...